Task: describe an organic reaction: reactants, conditions, products, and yield. Dataset: the Open Reaction Database (ORD), a public repository of structured organic reaction records Reactants: CCOC(=O)c1nnc(N2CCN(C(=O)c3ccccc3C(F)(F)F)CC2)s1, NCCC1CC1. Product: O=C(NCCC1CC1)c1nnc(N2CCN(C(=O)c3ccccc3C(F)(F)F)CC2)s1. Reaction SMILES: [CH2:7]([O:9][C:10](=[O:8])[c:12]1[s:13][c:14]([N:17]2[CH2:18][CH2:19][N:20]([C:23]([c:24]3[c:25]([C:30]([F:31])([F:32])[F:33])[cH:26][cH:27][cH:28][cH:29]3)=[O:34])[CH2:21][CH2:22]2)[n:15][n:16]1)[CH3:11].[CH:1]1([CH2:4][CH2:5][NH2:6])[CH2:2][CH2:3]1>>[CH:1]1([CH2:4][CH2:5][NH:6][C:10](=[O:9])[c:12]2[s:13][c:14]([N:17]3[CH2:18][CH2:19][N:20]([C:23]([c:24]4[c:25]([C:30]([F:31])([F:32])[F:33])[cH:26][cH:27][cH:28][cH:29]4)=[O:34])[CH2:21][CH2:22]3)[n:15][n:16]2)[CH2:2][CH2:3]1.